This data is from the Open Reaction Database (ORD), a public repository of structured organic reaction records. The task is: describe an organic reaction: reactants, conditions, products, and yield Product: CC(C)(C)OC(=O)N1CCC(Oc2nccs2)CC1. Starting materials: Brc1nccs1, COCCOC, [H-], [Na+], CC(C)(C)OC(=O)N1CCC(O)CC1. RXN SMILES: [Br:17][c:18]1[s:19][cH:20][cH:21][n:22]1.[CH2:23]([CH2:24][O:25][CH3:26])[O:27][CH3:28].[H-:1].[Na+:2].[OH:3][CH:4]1[CH2:5][CH2:6][N:7]([C:10](=[O:11])[O:12][C:13]([CH3:14])([CH3:15])[CH3:16])[CH2:8][CH2:9]1>>[O:3]([CH:4]1[CH2:5][CH2:6][N:7]([C:10](=[O:11])[O:12][C:13]([CH3:14])([CH3:15])[CH3:16])[CH2:8][CH2:9]1)[c:18]1[s:19][cH:20][cH:21][n:22]1. Conditions: temperature 80 celsius, time 3 hour. Yield: 89.0%. The solvent is C(C)(=O)O (acetic acid). The reactants are BrBr (bromine), COC1=CC=C(C=C1)C(CC=1C=NC=CC1)=O (1-(4-Methoxyphenyl)-2-(3-pyridyl)ethanone), ice water. The product is Br.BrC(C(=O)C1=CC=C(C=C1)OC)C=1C=NC=CC1 (2-Bromo-1-(4-methoxyphenyl)-2-(3-pyridyl)ethanone Hydrobromide). As a reaction SMILES: [CH3:1][O:2][C:3]1[CH:8]=[CH:7][C:6]([C:9](=[O:17])[CH2:10][C:11]2[CH:12]=[N:13][CH:14]=[CH:15][CH:16]=2)=[CH:5][CH:4]=1.[Br:18]Br>C(O)(=O)C>[BrH:18].[Br:18][CH:10]([C:11]1[CH:12]=[N:13][CH:14]=[CH:15][CH:16]=1)[C:9]([C:6]1[CH:5]=[CH:4][C:3]([O:2][CH3:1])=[CH:8][CH:7]=1)=[O:17] |f:3.4|. Procedure: 1-(4-Methoxyphenyl)-2-(3-pyridyl)ethanone (6.85 g) was dissolved in acetic acid (36 mL), bromine (1.7 mL) was added to the solution and the resulting mixture was stirred at 80° C. for 3 h. After the mixture was cooled with ice-water, the crude crystalline mass was collected by filtration. The crude crystalline was recrystallized from ethanol-ethyl ether to afford the title compound (10.4 g, yield 89%). Starting materials: Cl.NO (hydroxylamine hydrochloride), C(C)(=O)[O-].[Na+] (sodium acetate), C(C)C1=C(C=C(C(=O)N2CCC3(CC2)C=2N(C4=C(O3)C=CC=C4)C(=CC2)C=O)C=C1)OC (1′-(4-ethyl-3-methoxybenzoyl)spiro[benzo[b]pyrrolo[1,2-d][1,4]oxazine-4,4′-piperidine]-1-carbaldehyde). Run in O (water), C(C)O (ethanol), O (Water). Reaction conditions: temperature 70 celsius. Product: C(C)C1=C(C=C(C(=O)N2CCC3(CC2)C=2N(C4=C(O3)C=CC=C4)C(=CC2)\C=N/O)C=C1)OC ((Z)-1′-(4-ethyl-3-methoxybenzoyl)spiro[benzo[b]pyrrolo[1,2-d][1,4]oxazine-4,4′-piperidine]-1-carbaldehyde oxime). Isolated yield 86.0%. Reaction SMILES: [CH2:1]([C:3]1[CH:30]=[CH:29][C:6]([C:7]([N:9]2[CH2:14][CH2:13][C:12]3([O:19][C:18]4[CH:20]=[CH:21][CH:22]=[CH:23][C:17]=4[N:16]4[C:24]([CH:27]=O)=[CH:25][CH:26]=[C:15]34)[CH2:11][CH2:10]2)=[O:8])=[CH:5][C:4]=1[O:31][CH3:32])[CH3:2].Cl.[NH2:34][OH:35].C([O-])(=O)C.[Na+]>C(O)C.O>[CH2:1]([C:3]1[CH:30]=[CH:29][C:6]([C:7]([N:9]2[CH2:14][CH2:13][C:12]3([O:19][C:18]4[CH:20]=[CH:21][CH:22]=[CH:23][C:17]=4[N:16]4[C:24](/[CH:27]=[N:34]\[OH:35])=[CH:25][CH:26]=[C:15]34)[CH2:11][CH2:10]2)=[O:8])=[CH:5][C:4]=1[O:31][CH3:32])[CH3:2] |f:1.2,3.4|. Procedure details: A solution of 1′-(4-ethyl-3-methoxybenzoyl)spiro[benzo[b]pyrrolo[1,2-d][1,4]oxazine-4,4′-piperidine]-1-carbaldehyde (950 mg, 2.21 mmol) in ethanol (4.7 mL) was heated at 60° C. A solution of hydroxylamine hydrochloride (693 mg, 9.97 mmol) and sodium acetate (1.38 g, 16.8 mmol) in water (4.7 mL) was added to the carbaldehyde solution. The reaction mixture was heated at 70° C. for 30 minutes before it was cooled to room temperature. Water was added and the product formed a white precipitate which ... RXN SMILES: [CH3:15][O:16][c:17]1[c:18]([OH:25])[cH:19][c:20]([O:23][CH3:24])[cH:21][cH:22]1.[F:1][c:2]1[c:3]([CH3:14])[c:4]([N+:11](=[O:12])[O-:13])[cH:5][cH:6][c:7]1[N+:8](=[O:9])[O-:10]>>[c:2]1([O:25][c:18]2[c:17]([O:16][CH3:15])[cH:22][cH:21][c:20]([O:23][CH3:24])[cH:19]2)[c:3]([CH3:14])[c:4]([N+:11](=[O:12])[O-:13])[cH:5][cH:6][c:7]1[N+:8](=[O:9])[O-:10]. The product is COc1ccc(OC)c(Oc2c([N+](=O)[O-])ccc([N+](=O)[O-])c2C)c1. The reactants are COc1ccc(OC)c(O)c1, Cc1c([N+](=O)[O-])ccc([N+](=O)[O-])c1F.